This data is from the Open Reaction Database (ORD), a public repository of structured organic reaction records. The task is: describe an organic reaction: reactants, conditions, products, and yield The reactants are CCOC(=O)CSCCCc1cn(-c2cccnc2)c2ccccc12, CO, CC(C)=O, Cl, [Na+], [OH-]. The product is Cl, O=C(O)CSCCCc1cn(-c2cccnc2)c2ccccc12. RXN SMILES: [CH2:1]([CH3:2])[O:3][C:4](=[O:5])[CH2:6][S:7][CH2:8][CH2:9][CH2:10][c:11]1[cH:12][n:13](-[c:20]2[cH:21][n:22][cH:23][cH:24][cH:25]2)[c:14]2[cH:15][cH:16][cH:17][cH:18][c:19]12.[CH3:27][OH:28].[CH3:31][C:32](=[O:33])[CH3:34].[ClH:26].[Na+:30].[OH-:29]>>[ClH:26].[O:3]=[C:4]([OH:5])[CH2:6][S:7][CH2:8][CH2:9][CH2:10][c:11]1[cH:12][n:13](-[c:20]2[cH:21][n:22][cH:23][cH:24][cH:25]2)[c:14]2[cH:15][cH:16][cH:17][cH:18][c:19]12. The reactants are O=C\1NC2=CC=CC=C2/C1=C\C1=CC=C(O1)C=1C=C(C=CC1)NC(OC(C)(C)C)=O ((E)-tert-butyl 3-(5-((2-oxoindolin-3-ylidene)methyl)furan-2-yl)phenylcarbamate). Run in Cl.O1CCOCC1 (HCl dioxane). Product: NC=1C=C(C=CC1)C1=CC=C(O1)\C=C/1\C(NC2=CC=CC=C12)=O ((E)-3-((5-(3-aminophenyl)furan-2-yl)methylene)indolin-2-one). Yield: 111.7%. RXN SMILES: [O:1]=[C:2]1[NH:3][C:4]2[C:9](/[C:10]/1=[CH:11]\[C:12]1[O:16][C:15]([C:17]3[CH:18]=[C:19]([NH:23]C(=O)OC(C)(C)C)[CH:20]=[CH:21][CH:22]=3)=[CH:14][CH:13]=1)=[CH:8][CH:7]=[CH:6][CH:5]=2>Cl.O1CCOCC1>[NH2:23][C:19]1[CH:18]=[C:17]([C:15]2[O:16][C:12](/[CH:11]=[C:10]3/[C:2](=[O:1])[NH:3][C:4]4[C:9]/3=[CH:8][CH:7]=[CH:6][CH:5]=4)=[CH:13][CH:14]=2)[CH:22]=[CH:21][CH:20]=1 |f:1.2|. Reported procedure: A solution of (E)-tert-butyl 3-(5-((2-oxoindolin-3-ylidene)methyl)furan-2-yl)phenylcarbamate (600 mg, 1.49 mmol) in HCl/dioxane (4M, 3.0 mL) was stirred over night. The resulting precipitate was collected by filtration to yield desired (E)-3-((5-(3-aminophenyl)furan-2-yl)methylene)indolin-2-one (503 mg). LCMS (ES): m/z 303 [M+1]+. Reactants: BrCC1=CC2=CC=CC=C2C=C1 (2-bromomethylnaphthalene), ClC1=CC=C(C=C1)C1C(C2CCC(C1)N2C)O ((1RS,2RS,3RS,5SR)-3-(4-chloro-phenyl)-8-methyl-8-aza-bicyclo[3.2.1]octan-2-ol), ice water, [H-].[Na+] (sodium hydride). The solvent is O1CCCC1 (tetrahydrofuran), O1CCCC1 (tetrahydrofuran), O1CCCC1 (tetrahydrofuran). Conditions: temperature 50 celsius, time 60 minute. The product is ClC1=CC=C(C=C1)C1C(C2CCC(C1)N2C)OCC2=CC1=CC=CC=C1C=C2 ((1RS,2RS,3RS,5SR)-3-(4-chloro-phenyl)-8-methyl-2-(naphthalen-2-ylmethoxy)-8-aza-bicyclo[3.2.1]octane). Isolated yield 61.7%. RXN SMILES: [Cl:1][C:2]1[CH:7]=[CH:6][C:5]([CH:8]2[CH2:14][CH:13]3[N:15]([CH3:16])[CH:10]([CH2:11][CH2:12]3)[CH:9]2[OH:17])=[CH:4][CH:3]=1.[H-].[Na+].Br[CH2:21][C:22]1[CH:31]=[CH:30][C:29]2[C:24](=[CH:25][CH:26]=[CH:27][CH:28]=2)[CH:23]=1>O1CCCC1>[Cl:1][C:2]1[CH:3]=[CH:4][C:5]([CH:8]2[CH2:14][CH:13]3[N:15]([CH3:16])[CH:10]([CH2:11][CH2:12]3)[CH:9]2[O:17][CH2:21][C:22]2[CH:31]=[CH:30][C:29]3[C:24](=[CH:25][CH:26]=[CH:27][CH:28]=3)[CH:23]=2)=[CH:6][CH:7]=1 |f:1.2|. Reported procedure: A solution of 1.08 g (4.3 mmol) of (1RS,2RS,3RS,5SR)-3-(4-chloro-phenyl)-8-methyl-8-aza-bicyclo[3.2.1]octan-2-ol [J. Org. Chem. 35, 802, 1970)] in 5 ml of tetrahydrofuran was added dropwise to a suspension of 0.206 g (4.3 mmol) of sodium hydride (50% dispersion in refined oil) in 6 ml of tetrahydrofuran and the mixture was stirred at 50° C. for 60 minutes. Subsequently, the mixture was cooled to room temperature and treated with 0.95 g (4.3 mmol) of 2-bromomethylnaphthalene in 5 ml of tetrahydro... Reactants: CC(=O)O, CCCCC(C)CC(C=CC1CCC(=O)C1CCCCC=CC(=O)O)OC1CCCCO1, CCOC(C)=O, C1CCOC1, O. Product: CCCCC(C)CC(O)C=CC1CCC(=O)C1CCCCC=CC(=O)O. Reaction SMILES: [C:39]([OH:40])(=[O:41])[CH3:42].[CH3:1][CH:2]([CH2:3][CH:4]([CH:5]=[CH:6][CH:7]1[CH:8]([CH2:13][CH2:14][CH2:15][CH2:16][CH:17]=[CH:18][C:19](=[O:20])[OH:21])[C:9](=[O:12])[CH2:10][CH2:11]1)[O:22][CH:23]1[CH2:24][CH2:25][CH2:26][CH2:27][O:28]1)[CH2:29][CH2:30][CH2:31][CH3:32].[CH3:43][CH2:44][O:45][C:46](=[O:47])[CH3:48].[O:34]1[CH2:35][CH2:36][CH2:37][CH2:38]1.[OH2:33]>>[CH3:1][CH:2]([CH2:3][CH:4]([CH:5]=[CH:6][CH:7]1[CH:8]([CH2:13][CH2:14][CH2:15][CH2:16][CH:17]=[CH:18][C:19](=[O:20])[OH:21])[C:9](=[O:12])[CH2:10][CH2:11]1)[OH:22])[CH2:29][CH2:30][CH2:31][CH3:32]. Procedure details: To a stirred solution of 3-methyl-5-[2-(pyridin-4-ylamino)-ethoxy]-benzoic acid trifluoroacetate (0.025 g) and TBTU (0.021 g) in DMF (1 ml) was added DIPEA (0.022 ml) followed by 3-isopropylamino-propionic acid methyl ester (0.01 g) after 3 min. The reaction was stirred at room temperature for 18 h, and then concentrated under reduced pressure. The residue was subjected to preparative hplc to give the title compound (0.031 g) as a colourless oil, by concentration of the required fraction under r... Run in CN(C)C=O (DMF). The reactants are COC(CCNC(C)C)=O (3-isopropylamino-propionic acid methyl ester), FC(C(=O)O)(F)F.CC=1C=C(C(=O)O)C=C(C1)OCCNC1=CC=NC=C1 (3-methyl-5-[2-(pyridin-4-ylamino)-ethoxy]-benzoic acid trifluoroacetate), CN(C)C(=[N+](C)C)ON1C2=C(C=CC=C2)N=N1.[B-](F)(F)(F)F (TBTU), CCN(C(C)C)C(C)C (DIPEA). As a reaction SMILES: [F:1][C:2]([F:7])([F:6])[C:3]([OH:5])=[O:4].[CH3:8][C:9]1[CH:10]=[C:11]([CH:15]=[C:16]([O:18][CH2:19][CH2:20][NH:21][C:22]2[CH:27]=[CH:26][N:25]=[CH:24][CH:23]=2)[CH:17]=1)[C:12]([OH:14])=O.CN(C(ON1N=NC2C=CC=CC1=2)=[N+](C)C)C.[B-](F)(F)(F)F.CCN(C(C)C)C(C)C.[CH3:59][O:60][C:61](=[O:68])[CH2:62][CH2:63][NH:64][CH:65]([CH3:67])[CH3:66]>CN(C=O)C>[F:1][C:2]([F:7])([F:6])[C:3]([OH:5])=[O:4].[CH3:59][O:60][C:61](=[O:68])[CH2:62][CH2:63][N:64]([CH:65]([CH3:67])[CH3:66])[C:12](=[O:14])[C:11]1[CH:15]=[C:16]([O:18][CH2:19][CH2:20][NH:21][C:22]2[CH:27]=[CH:26][N:25]=[CH:24][CH:23]=2)[CH:17]=[C:9]([CH3:8])[CH:10]=1 |f:0.1,2.3,7.8|. Isolated yield 93.3%. Yields the product FC(C(=O)O)(F)F.COC(CCN(C(C1=CC(=CC(=C1)OCCNC1=CC=NC=C1)C)=O)C(C)C)=O (3-(Isopropyl-{3-methyl-5-[2-(pyridin-4-ylamino)-ethoxy]-benzoyl}-amino)-propionic acid methyl ester trifluoroacetate). Run at time 18 hour. Reactants: ClC1=NC=CC(=C1)N1C(=NC(=C1)C#CC1=CC(=NC=C1)Cl)C (2-chloro-4-[4-(2-chloro-pyridin-4-ylethynyl)-2-methyl-imidazol-1-yl]-pyridine), [OH-].[K+] (KOH). The solvent is C(C)(C)(C)O (tert-butanol). Product: ClC1=NC=CC(=C1)C#CC=1N=C(N(C1)C1=CC(NC=C1)=O)C (4-[4-(2-chloro-pyridin-4-ylethynyl)-2-methyl-imidazol-1-yl]-1H-pyridin-2-one). RXN SMILES: Cl[C:2]1[CH:7]=[C:6]([N:8]2[CH:12]=[C:11]([C:13]#[C:14][C:15]3[CH:20]=[CH:19][N:18]=[C:17]([Cl:21])[CH:16]=3)[N:10]=[C:9]2[CH3:22])[CH:5]=[CH:4][N:3]=1.[OH-:23].[K+]>C(O)(C)(C)C>[Cl:21][C:17]1[CH:16]=[C:15]([C:14]#[C:13][C:11]2[N:10]=[C:9]([CH3:22])[N:8]([C:6]3[CH:5]=[CH:4][NH:3][C:2](=[O:23])[CH:7]=3)[CH:12]=2)[CH:20]=[CH:19][N:18]=1 |f:1.2|. Procedure details: The title compound, white crystalline solid, MS: m/e=311.2, 313.2 (M+H+), was prepared in accordance with the general method of example 1a by treatment of 2-chloro-4-[4-(2-chloro-pyridin-4-ylethynyl)-2-methyl-imidazol-1-yl]-pyridine with 50% KOH in tert-butanol Reactants: NC(CO)(CO)CC (2-amino-2-ethyl-1,3-propanediol), C(OCC)(OCC)=O (diethyl carbonate), CCO (EtOH). The reagents and catalysts are C[O-].[Na+] (Sodium methoxide). Product: C(C)N1C(OCC1CO)=O ((+-)-Ethyl-4-(hydroxymethyl)-2-oxazolidinone). As a reaction SMILES: [NH2:1][C:2](CC)([CH2:5][OH:6])[CH2:3][OH:4].[C:9](=O)(OCC)[O:10]CC.[CH3:17][CH2:18]O>C[O-].[Na+]>[CH2:17]([N:1]1[CH:2]([CH2:3][OH:4])[CH2:5][O:6][C:9]1=[O:10])[CH3:18] |f:3.4|. Procedure details: Sodium methoxide (2.2 g, Aldrich) was added to a solution of 2-amino-2-ethyl-1,3-propanediol (100.0 g, Aldrich) and diethyl carbonate (169.0 g, Aldrich) This solution was refluxed in a Dean Stark apparatus until no more EtOH was collected. The reaction mixture was cooled, added acetone (200 ml) and allowed to stand overnite at room temperature. The resulting suspension was filtered to give 81.0 g of the desired product as a beige solid. 1H NMR consistent with the proposed structure.